This data is from the Open Reaction Database (ORD), a public repository of structured organic reaction records. The task is: describe an organic reaction: reactants, conditions, products, and yield Reactants: CS(=O)C (dimethyl sulfoxide), COC1=C(C=C2C(=CC=NC2=C1)Cl)C(=O)N (7-methoxy-4-chloroquinoline-6-carboxamide), ClC1=C(C=CC(=C1)O)NC(=O)NC1CC1 (1-(2-chloro-4-hydroxyphenyl)-3-cyclopropylurea), C([O-])([O-])=O.[Cs+].[Cs+] (cesium carbonate). Solvent: O (water). Reaction conditions: temperature 70 celsius, time 23 hour. Product: ClC1=C(C=CC(=C1)O)NC(OC1=CC=CC=C1)=O (phenyl N-(2-chloro-4-hydroxyphenyl)carbamate). The yield is 142.4%. Reaction SMILES: CS(C)=O.C[O:6][C:7]1[CH:16]=[C:15]2[C:10](C(Cl)=CC=N2)=[CH:9][C:8]=1C(N)=O.[Cl:21][C:22]1[CH:27]=[C:26]([OH:28])[CH:25]=[CH:24][C:23]=1[NH:29][C:30](NC1CC1)=[O:31].C(=O)([O-])[O-].[Cs+].[Cs+]>O>[Cl:21][C:22]1[CH:27]=[C:26]([OH:28])[CH:25]=[CH:24][C:23]=1[NH:29][C:30](=[O:31])[O:6][C:7]1[CH:16]=[CH:15][CH:10]=[CH:9][CH:8]=1 |f:3.4.5|. Reported procedure: To dimethyl sulfoxide (20 mL) were added 7-methoxy-4-chloroquinoline-6-carboxamide (0.983 g), 1-(2-chloro-4-hydroxyphenyl)-3-cyclopropylurea (1.13 g) and cesium carbonate (2.71 g), and the mixture was heated and stirred at 70° C. for 23 hours. The reaction mixture was cooled to room temperature, and water (50 mL) was added, and the resultant crystals were then filtered off to give 1.56 g of the titled compound (yield: 88%). Starting materials: ClC(Cl)Cl, O=C(Cl)Cl, Nc1ccccc1. The product is O=C=Nc1ccccc1. Reaction SMILES: [CH:12]([Cl:13])([Cl:14])[Cl:15].[Cl:8][C:9]([Cl:10])=[O:11].[NH2:1][c:2]1[cH:3][cH:4][cH:5][cH:6][cH:7]1>>[N:1]([c:2]1[cH:3][cH:4][cH:5][cH:6][cH:7]1)=[C:9]=[O:11]. Starting materials: CCON, CC(=O)c1ccc(OCCCOc2c(Cl)cc(OCC=C(Cl)Cl)cc2Cl)cc1, Cl, Cl, c1ccncc1. The product is CCON=C(C)c1ccc(OCCCOc2c(Cl)cc(OCC=C(Cl)Cl)cc2Cl)cc1. Reaction SMILES: [CH2:30]([CH3:31])[O:32][NH2:33].[Cl:1][c:2]1[c:3]([O:4][CH2:5][CH2:6][CH2:7][O:8][c:9]2[cH:10][cH:11][c:12]([C:15]([CH3:16])=[O:17])[cH:13][cH:14]2)[c:18]([Cl:28])[cH:19][c:20]([O:22][CH2:23][CH:24]=[C:25]([Cl:26])[Cl:27])[cH:21]1.[ClH:29].[ClH:34].[cH:35]1[cH:36][cH:37][n:38][cH:39][cH:40]1>>[Cl:1][c:2]1[c:3]([O:4][CH2:5][CH2:6][CH2:7][O:8][c:9]2[cH:10][cH:11][c:12]([C:15]([CH3:16])=[N:33][O:32][CH2:30][CH3:31])[cH:13][cH:14]2)[c:18]([Cl:28])[cH:19][c:20]([O:22][CH2:23][CH:24]=[C:25]([Cl:26])[Cl:27])[cH:21]1. Starting materials: C(C)N(C1=C(C=C(C(=C1)OC)OC)C1CC=2C=CC(=CC2CC1)OC(C(C)(C)C)=O)C(C1=CC=C(C=C1)O)=O (pivalic acid 6-{2-[ethyl(4-hydroxybenzoyl)amino]-4,5-dimethoxyphenyl}-5,6,7,8-tetrahydronaphthalen-2-yl ester), ClCC(=O)N(CC)CC (2-chloro-N,N-diethylacetamide). Product: C(C)N(CCOC1=CC=C(CCCNC2=C(C=C(C(=C2)OC)OC)C2CC=3C=CC(=CC3CC2)O)C=C1)CC (6-{2-{[4-(2-Diethylaminoethoxy)benzyl]ethylamino}-4,5-dimethoxyphenyl}-5,6,7,8-tetrahydronaphthalen-2-ol). Isolated yield 13.7%. Reaction SMILES: C([N:3]([C:31](=O)[C:32]1[CH:37]=[CH:36][C:35](O)=[CH:34]C=1)[C:4]1[CH:9]=[C:8]([O:10][CH3:11])[C:7]([O:12][CH3:13])=[CH:6][C:5]=1[CH:14]1[CH2:23][CH2:22][C:21]2[CH:20]=[C:19]([O:24]C(=O)C(C)(C)C)[CH:18]=[CH:17][C:16]=2[CH2:15]1)C.Cl[CH2:41][C:42]([N:44]([CH2:47][CH3:48])[CH2:45][CH3:46])=O>>[CH2:45]([N:44]([CH2:47][CH3:48])[CH2:42][CH2:41][O:10][C:8]1[CH:7]=[CH:6][C:36]([CH2:37][CH2:32][CH2:31][NH:3][C:4]2[CH:9]=[C:8]([O:10][CH3:11])[C:7]([O:12][CH3:13])=[CH:6][C:5]=2[CH:14]2[CH2:23][CH2:22][C:21]3[CH:20]=[C:19]([OH:24])[CH:18]=[CH:17][C:16]=3[CH2:15]2)=[CH:35][CH:34]=1)[CH3:46]. Procedure: Synthesized from pivalic acid 6-{2-[ethyl(4-hydroxybenzoyl)amino]-4,5-dimethoxyphenyl}-5,6,7,8-tetrahydronaphthalen-2-yl ester (19 mg) and 2-chloro-N,N-diethylacetamide (11 mg) according to an analogous synthetic method to Example 404 and purified by LC-MS, the title compound (1.3 mg) was obtained. Starting materials: C(C)(=O)N1C(C(C2=CC=C(C=C12)C1=CC=CC=C1)=C(C1=CC=CC=C1)OCC)=O (1-acetyl-3-(1-ethoxy-1-phenyl-methylidene)-6-phenyl-2-indolinone), N1(CCCCC1)CC1=CC=C(N)C=C1 (4-(piperidin-1-yl-methyl)-aniline). Product: N1(CCCCC1)CC1=CC=C(N\C(\C2=CC=CC=C2)=C\2/C(NC3=CC(=CC=C23)C2=CC=CC=C2)=O)C=C1 (3-(Z)-{1-[4-(piperidin-1-yl-methyl)-anilino)-1-phenyl-methylidene}-6-phenyl-2-indolinone). RXN SMILES: C([N:4]1[C:12]2[C:7](=[CH:8][CH:9]=[C:10]([C:13]3[CH:18]=[CH:17][CH:16]=[CH:15][CH:14]=3)[CH:11]=2)[C:6](=[C:19](OCC)[C:20]2[CH:25]=[CH:24][CH:23]=[CH:22][CH:21]=2)[C:5]1=[O:29])(=O)C.[N:30]1([CH2:36][C:37]2[CH:43]=[CH:42][C:40]([NH2:41])=[CH:39][CH:38]=2)[CH2:35][CH2:34][CH2:33][CH2:32][CH2:31]1>>[N:30]1([CH2:36][C:37]2[CH:38]=[CH:39][C:40]([NH:41]/[C:19](=[C:6]3\[C:5](=[O:29])[NH:4][C:12]4[C:7]\3=[CH:8][CH:9]=[C:10]([C:13]3[CH:18]=[CH:17][CH:16]=[CH:15][CH:14]=3)[CH:11]=4)/[C:20]3[CH:21]=[CH:22][CH:23]=[CH:24][CH:25]=3)=[CH:42][CH:43]=2)[CH2:31][CH2:32][CH2:33][CH2:34][CH2:35]1. Procedure: Prepared from 1-acetyl-3-(1-ethoxy-1-phenyl-methylidene)-6-phenyl-2-indolinone and 4-(piperidin-1-yl-methyl)-aniline Starting materials: CCO, O=C(OCC1c2ccccc2-c2ccccc21)N1CC(Cl)C2OCC(O)C21, O=C(OCc1ccccc1)N1CC(Cl)C2OCC(O)C21, [H][H]. The product is OC1COC2C(Cl)CNC12. As a reaction SMILES: [CH3:50][CH2:51][OH:52].[Cl:1][CH:2]1[CH:3]2[CH:4]([N:5]([C:7]([O:8][CH2:9][CH:10]3[c:11]4[cH:12][cH:13][cH:14][cH:15][c:16]4-[c:17]4[c:18]3[cH:19][cH:20][cH:21][cH:22]4)=[O:23])[CH2:6]1)[CH:24]([OH:27])[CH2:25][O:26]2.[Cl:28][CH:29]1[CH2:30][N:31]([C:32]([O:33][CH2:34][c:35]2[cH:36][cH:37][cH:38][cH:39][cH:40]2)=[O:41])[CH:42]2[CH:43]([OH:44])[CH2:45][O:46][CH:47]12.[H:48][H:49]>>[Cl:1][CH:2]1[CH:3]2[CH:4]([NH:5][CH2:6]1)[CH:24]([OH:27])[CH2:25][O:26]2. Starting materials: C(C1=CC=CC=C1)OC1=C(N(C=CC1=O)CCO)C (3-Benzyloxy-1-(2'-hydroxyethyl)-2-methylpyrid-4-one). Solvent: Br (hydrobromic acid). The product is OC1=C(N(C=CC1=O)CCO)C (3-hydroxy-1(2'-hydroxyethyl)-2-methylpyrid-4-one). Yield: 61.3%. As a reaction SMILES: C([O:8][C:9]1[C:14](=[O:15])[CH:13]=[CH:12][N:11]([CH2:16][CH2:17][OH:18])[C:10]=1[CH3:19])C1C=CC=CC=1>Br>[OH:8][C:9]1[C:14](=[O:15])[CH:13]=[CH:12][N:11]([CH2:16][CH2:17][OH:18])[C:10]=1[CH3:19]. Procedure details: 3-Benzyloxy-1-(2'-hydroxyethyl)-2-methylpyrid-4-one (2 g) is added to concentrated hydrobromic acid (10 ml) and the mixture is heated on a steam bath for 30 minutes. The resultant product is then recrystallised from water to yield 3-hydroxy-1(2'-hydroxyethyl)-2-methylpyrid-4-one as white crystals (0.8 g), m.p. 164°-165° C.; νmax (nujol) 1630, 3150, 3350 cm-1 ; δ(dbDMSO), 2.5 (s, 3H), 3.7 (t, 2H), 4.35 (t, 2H), 7.25 (3, 1H), 8.15 (d, 1H).